From a dataset of the Open Reaction Database (ORD), a public repository of structured organic reaction records. describe an organic reaction: reactants, conditions, products, and yield The reactants are CC(=O)O, Cl, Nc1nnc(C(F)(F)F)s1, O=S=O, O. The product is [Cl-], O=S(=O)=c1[nH]nc(C(F)(F)F)s1. As a reaction SMILES: [CH3:16][C:17](=[O:18])[OH:19].[ClH:11].[NH2:1][c:2]1[s:3][c:4]([C:7]([F:8])([F:9])[F:10])[n:5][n:6]1.[O:12]=[S:13]=[O:14].[OH2:15]>>[Cl-:11].[c:2]1(=[S:13](=[O:12])=[O:14])[s:3][c:4]([C:7]([F:8])([F:9])[F:10])[n:5][nH:6]1.